This data is from the Open Reaction Database (ORD), a public repository of structured organic reaction records. The task is: describe an organic reaction: reactants, conditions, products, and yield Starting materials: C1(=CC=CC=C1)O (phenol), CCCCCCCCCCCCS (dodecylthiol), CC1CC(=O)CC(C1)(C)C (dihydroisophorone), Cl (HCl), ketone, [OH-].[Na+] (NaOH). The solvent is O (water). Reaction conditions: temperature 80 celsius, time 1 hour. The product is C1=CC=C(C(=C1)C2=CC(=CC=C2)O)O (diphenol). As a reaction SMILES: [C:1]1([OH:7])[CH:6]=[CH:5][CH:4]=[CH:3][CH:2]=1.CCCCCCCCCCCCS.C[CH:22]1[CH2:28][C:27](C)(C)[CH2:26][C:24](=[O:25])[CH2:23]1.Cl.[OH-].[Na+]>O>[CH:28]1[CH:27]=[C:26]([C:3]2[CH:4]=[CH:5][CH:6]=[C:1]([OH:7])[CH:2]=2)[C:24]([OH:25])=[CH:23][CH:22]=1 |f:4.5|. Reported procedure: 1692 g (18 mol) of phenol, 60.6 g (0.3 mol) of dodecylthiol and 420 g (3 mol) of dihydroisophorone (3,3,5-trimethylcyclohexan-1-one) are introduced into a stirring apparatus equipped with a stirrer, thermometer, reflux condenser and gas inlet pipe at 28°-30° C. Dry HCl gas is introduced into this solution over a period of 5 hours at 28°-30° C. The mixture is then left to react for about 10 h at 28°-30° C. When 95% of the ketone has been converted (examined by GC), 2.5 l of water are added to the...